Dataset: the Open Reaction Database (ORD), a public repository of structured organic reaction records. Task: describe an organic reaction: reactants, conditions, products, and yield The reactants are CCCC(CC(=O)Nc1ccccc1)(OC)OC, CO, CC(C)OC(C)C. Product: CCCC(=CC(=O)Nc1ccccc1)OC. Reaction SMILES: [CH3:1][O:2][C:3]([CH2:4][C:5](=[O:6])[NH:7][c:8]1[cH:9][cH:10][cH:11][cH:12][cH:13]1)([CH2:14][CH2:15][CH3:16])[O:17][CH3:18].[CH3:26][OH:27].[CH:19]([O:20][CH:21]([CH3:22])[CH3:23])([CH3:24])[CH3:25]>>[CH3:1][O:2][C:3](=[CH:4][C:5](=[O:6])[NH:7][c:8]1[cH:9][cH:10][cH:11][cH:12][cH:13]1)[CH2:14][CH2:15][CH3:16]. The reactants are Brc1cccnc1, O=C([O-])[O-], COCCOC, [Na+], [Na+], OB(O)c1ccc(F)cc1. Product: Fc1ccc(-c2cccnc2)cc1. Reaction SMILES: [Br:1][c:2]1[cH:3][n:4][cH:5][cH:6][cH:7]1.[C:24](=[O:25])([O-:26])[O-:27].[CH3:18][O:19][CH2:20][CH2:21][O:22][CH3:23].[Na+:28].[Na+:29].[OH:8][B:9]([OH:10])[c:11]1[cH:12][cH:13][c:14]([F:15])[cH:16][cH:17]1>>[c:2]1(-[c:11]2[cH:12][cH:13][c:14]([F:15])[cH:16][cH:17]2)[cH:3][n:4][cH:5][cH:6][cH:7]1. The yield is 16.4%. The reactants are ClC1=CC=NC2=CC(=C(C=C12)OC)NCCN1CCOCC1 ((4-Chloro-6-methoxy-quinolin-7-yl)-(2-morpholin-4-yl-ethyl)-amine), OC=1C(=NC2=CC=CC=C2C1C(=O)O)C (3-hydroxy-2-methyl-quinolin-4-carboxylic acid). Conditions: temperature 140 celsius, time 8 hour. Procedure details: (4-Chloro-6-methoxy-quinolin-7-yl)-(2-morpholin-4-yl-ethyl)-amine (53 mg), 3-hydroxy-2-methyl-quinolin-4-carboxylic acid (126 mg), and 4-dimethylaminopyridine (200 mg) were suspended in o-dichlorobenzene (8 ml). The suspension was stirred at 140° C. overnight. The reaction solution was cooled to room temperature, and the solvent was removed by distillation under the reduced pressure. Water was then added to the residue, and the mixture was extracted with ethyl acetate. The ethyl acetate layer wa... Solvent: ClC1=C(C=CC=C1)Cl (o-dichlorobenzene). RXN SMILES: Cl[C:2]1[C:11]2[C:6](=[CH:7][C:8]([NH:14][CH2:15][CH2:16][N:17]3[CH2:22][CH2:21][O:20][CH2:19][CH2:18]3)=[C:9]([O:12][CH3:13])[CH:10]=2)[N:5]=[CH:4][CH:3]=1.[OH:23][C:24]1[C:25]([CH3:37])=[N:26][C:27]2[C:32]([C:33]=1C(O)=O)=[CH:31][CH:30]=[CH:29][CH:28]=2>CN(C)C1C=CN=CC=1.ClC1C=CC=CC=1Cl>[CH3:13][O:12][C:9]1[CH:10]=[C:11]2[C:6](=[CH:7][C:8]=1[NH:14][CH2:15][CH2:16][N:17]1[CH2:22][CH2:21][O:20][CH2:19][CH2:18]1)[N:5]=[CH:4][CH:3]=[C:2]2[O:23][C:24]1[C:25]([CH3:37])=[N:26][C:27]2[C:32]([CH:33]=1)=[CH:31][CH:30]=[CH:29][CH:28]=2. Product: COC=1C=C2C(=CC=NC2=CC1NCCN1CCOCC1)OC=1C(=NC2=CC=CC=C2C1)C ([6-Methoxy-4-(2-methyl-quinolin-3-yloxy)-quinolin-7-yl]-(2-morpholin-4-yl-ethyl)-amine). Reagents/catalysts: CN(C1=CC=NC=C1)C (4-dimethylaminopyridine). The reactants are FC1=CC=C(C=C1)C=1NC(C(C#N)=CC1)=O (6-(p-fluorophenyl)-1,2-dihydro-2-oxonicotinonitrile), ClC=1C=C(C=CC1)N1CCNCC1 (N-(m-chlorophenyl)-piperazine). The solvent is CS(=O)C (dimethyl sulfoxide). Product: ClC=1C=C(C=CC1)N1CCN(CC1)C1=CC=C(C=C1)C=1NC(C(C#N)=CC1)=O (6-[p-[4-(m-chlorophenyl)-1-piperazinyl]phenyl]-1,2-dihydro-2-oxonicotinonitrile). As a reaction SMILES: F[C:2]1[CH:7]=[CH:6][C:5]([C:8]2[NH:9][C:10](=[O:16])[C:11](=[CH:14][CH:15]=2)[C:12]#[N:13])=[CH:4][CH:3]=1.[Cl:17][C:18]1[CH:19]=[C:20]([N:24]2[CH2:29][CH2:28][NH:27][CH2:26][CH2:25]2)[CH:21]=[CH:22][CH:23]=1>CS(C)=O>[Cl:17][C:18]1[CH:19]=[C:20]([N:24]2[CH2:29][CH2:28][N:27]([C:2]3[CH:7]=[CH:6][C:5]([C:8]4[NH:9][C:10](=[O:16])[C:11](=[CH:14][CH:15]=4)[C:12]#[N:13])=[CH:4][CH:3]=3)[CH2:26][CH2:25]2)[CH:21]=[CH:22][CH:23]=1. Reported procedure: From 12.9 g. of 6-(p-fluorophenyl)-1,2-dihydro-2-oxonicotinonitrile and 23.7 g. of N-(m-chlorophenyl)-piperazine in 180 ml. of dimethyl sulfoxide; there is obtained 6-[p-[4-(m-chlorophenyl)-1-piperazinyl]phenyl]-1,2-dihydro-2-oxonicotinonitrile. The reactants are CO, CCOC(=O)C(Oc1ccc(Cl)cc1)(C(F)(F)F)C(F)(F)F, [K+], [OH-], O. The product is O=C(O)C(Oc1ccc(Cl)cc1)(C(F)(F)F)C(F)(F)F. As a reaction SMILES: [CH3:25][OH:26].[Cl:1][c:2]1[cH:3][cH:4][c:5]([O:6][C:7]([C:8](=[O:9])[O:10][CH2:11][CH3:12])([C:13]([F:14])([F:15])[F:16])[C:17]([F:18])([F:19])[F:20])[cH:21][cH:22]1.[K+:24].[OH-:23].[OH2:27]>>[Cl:1][c:2]1[cH:3][cH:4][c:5]([O:6][C:7]([C:8](=[O:9])[OH:10])([C:13]([F:14])([F:15])[F:16])[C:17]([F:18])([F:19])[F:20])[cH:21][cH:22]1. The reactants are CC(=O)Nc1cc(Oc2ccc3c(C(=O)Nc4ccc(CN5CCN(C(=O)OC(C)(C)C)CC5)c(C(F)(F)F)c4)cccc3c2)ncn1, Cl, [Na+], C1COCCO1, [OH-]. The product is CC(=O)Nc1cc(Oc2ccc3c(C(=O)Nc4ccc(CN5CCNCC5)c(C(F)(F)F)c4)cccc3c2)ncn1. As a reaction SMILES: [C:2]([O:3][C:4](=[O:5])[N:9]1[CH2:10][CH2:11][N:12]([CH2:15][c:16]2[c:17]([C:46]([F:47])([F:48])[F:49])[cH:18][c:19]([NH:22][C:23](=[O:24])[c:25]3[cH:26][cH:27][cH:28][c:29]4[cH:30][c:31]([O:35][c:36]5[n:37][cH:38][n:39][c:40]([NH:42][C:43]([CH3:44])=[O:45])[cH:41]5)[cH:32][cH:33][c:34]34)[cH:20][cH:21]2)[CH2:13][CH2:14]1)([CH3:6])([CH3:7])[CH3:8].[ClH:1].[Na+:51].[O:52]1[CH2:53][CH2:54][O:55][CH2:56][CH2:57]1.[OH-:50]>>[NH:9]1[CH2:10][CH2:11][N:12]([CH2:15][c:16]2[c:17]([C:46]([F:47])([F:48])[F:49])[cH:18][c:19]([NH:22][C:23](=[O:24])[c:25]3[cH:26][cH:27][cH:28][c:29]4[cH:30][c:31]([O:35][c:36]5[n:37][cH:38][n:39][c:40]([NH:42][C:43]([CH3:44])=[O:45])[cH:41]5)[cH:32][cH:33][c:34]34)[cH:20][cH:21]2)[CH2:13][CH2:14]1. Starting materials: CO (methanol), S(=O)(Cl)Cl (thionyl chloride), NC1=C(C(=O)O)C=CC=C1Cl (2-amino-3-chlorobenzoic acid), CO (methanol). Run at temperature -5 celsius. Yields the product NC1=C(C(=O)OC)C=CC=C1Cl (Methyl 2-Amino-3-chlorobenzoate). Isolated yield 61.0%. As a reaction SMILES: [CH3:1]O.S(Cl)(Cl)=O.[NH2:7][C:8]1[C:16]([Cl:17])=[CH:15][CH:14]=[CH:13][C:9]=1[C:10]([OH:12])=[O:11]>>[NH2:7][C:8]1[C:16]([Cl:17])=[CH:15][CH:14]=[CH:13][C:9]=1[C:10]([O:12][CH3:1])=[O:11]. Procedure: 3 ml (0.074 mol) of methanol was added to a 50 ml four-necked flask equipped with a stirrer, a reflux condenser, a thermometer, and a dropping funnel, and 1.43 g (0.012 mol) of thionyl chloride was added dropwise with stirring at −5° C. Then, a mixture of 1.71 g (0.010 mol) of 2-amino-3-chlorobenzoic acid in 2.0 ml (0.049 mol) of methanol was added dropwise with stirring at −5° C. Then, the mixture was stirred at room temperature for 15 hours and at 65° C. for 17 hours. The reaction solution was...